This data is from the Open Reaction Database (ORD), a public repository of structured organic reaction records. The task is: describe an organic reaction: reactants, conditions, products, and yield Starting materials: CO, CCCC=C1CCCNC1=O, ClCCl, [Ir]. Yields the product CCCCC1CCCNC1=O. Reaction SMILES: [CH3:12][OH:13].[CH:1]([CH2:2][CH2:3][CH3:4])=[C:5]1[C:6](=[O:11])[NH:7][CH2:8][CH2:9][CH2:10]1.[Cl:15][CH2:16][Cl:17].[Ir:14]>>[CH2:1]([CH2:2][CH2:3][CH3:4])[CH:5]1[C:6](=[O:11])[NH:7][CH2:8][CH2:9][CH2:10]1. Starting materials: ClC=1OC(=C(N1)C(F)(F)F)C(=O)OCC (ethyl 2-chloro-4-trifluoromethyl-5-oxazolecarboxylate), C(C)NCC (diethylamine). The solvent is C1(=CC=CC=C1)C (toluene). Reaction conditions: time 4 hour. The product is C(C)N(C=1OC(=C(N1)C(F)(F)F)C(=O)OCC)CC (Ethyl 2-(diethylamino)-4-trifluoromethyl-5-oxazolecarboxylate). The yield is 90.6%. As a reaction SMILES: Cl[C:2]1[O:3][C:4]([C:11]([O:13][CH2:14][CH3:15])=[O:12])=[C:5]([C:7]([F:10])([F:9])[F:8])[N:6]=1.[CH2:16]([NH:18][CH2:19][CH3:20])[CH3:17]>C1(C)C=CC=CC=1>[CH2:16]([N:18]([CH2:19][CH3:20])[C:2]1[O:3][C:4]([C:11]([O:13][CH2:14][CH3:15])=[O:12])=[C:5]([C:7]([F:10])([F:9])[F:8])[N:6]=1)[CH3:17]. Procedure: To a reaction vessel containing a stirred mixture of 3.15 g (13 mmol) of ethyl 2-chloro-4-trifluoromethyl-5-oxazolecarboxylate in 25 ml of toluene, there was added 3 ml (29 mmol) of diethylamine. The reactionmixture was stirred at ambient temperature for 4 hours and then suction filtered. The filtrate was washed with 5% hydrochloric acid, then with saturated brine, then dried over sodium sulfate and concentrated under reduced pressure to yield 3.3 g of a pale yellow oil. This oil was subjected t... Starting materials: C1OC=2C=C(C=CC2O1)O (3,4-methylenedioxyphenol), C([O-])([O-])=O.[K+].[K+] (potassium carbonate), BrCC(=O)C1=CC=CC=C1 (α-bromoacetophenone), C([O-])([O-])=O.[Na+].[Na+] (sodium carbonate). Solvent: C1=CC=CC=C1 (benzene). The product is C1OC=2C=C(OCC(=O)C3=CC=CC=C3)C=CC2O1 (α-(3,4-methylenedioxyphenoxy)acetophenone). Reaction SMILES: [CH2:1]1[O:9][C:8]2[CH:7]=[CH:6][C:5]([OH:10])=[CH:4][C:3]=2[O:2]1.Br[CH2:12][C:13]([C:15]1[CH:20]=[CH:19][CH:18]=[CH:17][CH:16]=1)=[O:14].C(=O)([O-])[O-].[Na+].[Na+].C(=O)([O-])[O-].[K+].[K+]>C1C=CC=CC=1>[CH2:1]1[O:9][C:8]2[CH:7]=[CH:6][C:5]([O:10][CH2:12][C:13]([C:15]3[CH:20]=[CH:19][CH:18]=[CH:17][CH:16]=3)=[O:14])=[CH:4][C:3]=2[O:2]1 |f:2.3.4,5.6.7|. Procedure details: A mixture of 25 g. (0.181 mole) of 3,4-methylenedioxyphenol, 36 g. (0.181 mole) of α-bromoacetophenone and 41.2 g. (0.40 mole) of sodium carbonate in 350 ml. of benzene is heated to its reflux temperature and maintained at reflux for 16 hours. To the mixture is added 50 g. of potassium carbonate, and the mixture is refluxed for an additional 7 days while collecting water in a Barrett water trap. The mixture is then diluted with a mixture of water and benzene. The benzene layer is washed with wat...